Task: describe an organic reaction: reactants, conditions, products, and yield. Dataset: the Open Reaction Database (ORD), a public repository of structured organic reaction records Reported procedure: From 4-chlorobenzotrifluoride (180 mg, 1 mmol), AlCl3 (400 mg, 3 mmol) and fluorobenzene (96 mg, 1 mmol), light yellow oil (382 mg, 131% crude). RXN SMILES: [Cl:1][C:2]1[CH:7]=[CH:6][C:5]([C:8](F)(F)F)=[CH:4][CH:3]=1.[Al+3].[Cl-:13].[Cl-:14].[Cl-].[F:16][C:17]1[CH:22]=[CH:21][CH:20]=[CH:19][CH:18]=1>>[Cl:1][C:2]1[CH:3]=[CH:4][C:5]([C:8]([C:20]2[CH:21]=[CH:22][C:17]([F:16])=[CH:18][CH:19]=2)([Cl:14])[Cl:13])=[CH:6][CH:7]=1 |f:1.2.3.4|. Starting materials: ClC1=CC=C(C=C1)C(F)(F)F (4-chlorobenzotrifluoride), [Al+3].[Cl-].[Cl-].[Cl-] (AlCl3), FC1=CC=CC=C1 (fluorobenzene). The product is ClC1=CC=C(C=C1)C(Cl)(Cl)C1=CC=C(C=C1)F (4-chlorophenyl-4-fluorophenyl-dichloromethane). The reactants are [BH4-], CC(C)(C)OC(=O)n1ccc2ccc(C=O)cc21, CO, CCOC(C)=O, [Na+]. Product: CC(C)(C)OC(=O)n1ccc2ccc(CO)cc21. Reaction SMILES: [BH4-:19].[C:1]([CH3:2])([CH3:3])([CH3:4])[O:5][C:6](=[O:7])[n:8]1[cH:9][cH:10][c:11]2[cH:12][cH:13][c:14]([CH:17]=[O:18])[cH:15][c:16]12.[CH3:21][OH:22].[CH3:23][CH2:24][O:25][C:26](=[O:27])[CH3:28].[Na+:20]>>[C:1]([CH3:2])([CH3:3])([CH3:4])[O:5][C:6](=[O:7])[n:8]1[cH:9][cH:10][c:11]2[cH:12][cH:13][c:14]([CH2:17][OH:18])[cH:15][c:16]12. The reactants are FC1=CC=C2C(=NNC2=C1)C1CCNCC1 (4-(6-fluoro-1H-indazol-3-yl)piperidine), BrCC(=O)N1CC2=CC=CC=C2CC1 (2-bromo-1-(1,2,3,4-tetrahydroisoquinolin-2-yl)ethanone), C([O-])(O)=O.[Na+] (sodium bicarbonate). Run in CC#N (CH3CN). Product: C1N(CCC2=CC=CC=C12)C(CN1CCC(CC1)C1=NNC2=CC(=CC=C12)F)=O (1-(1,2,3,4-tetrahydroisoquinolin-2-yl)-2-[4-(6-fluoro-1H-indazol-3-yl)-1-piperidinyl]ethanone). Yield: 55.3%. As a reaction SMILES: [F:1][C:2]1[CH:10]=[C:9]2[C:5]([C:6]([CH:11]3[CH2:16][CH2:15][NH:14][CH2:13][CH2:12]3)=[N:7][NH:8]2)=[CH:4][CH:3]=1.Br[CH2:18][C:19]([N:21]1[CH2:30][CH2:29][C:28]2[C:23](=[CH:24][CH:25]=[CH:26][CH:27]=2)[CH2:22]1)=[O:20].C(=O)(O)[O-].[Na+]>CC#N>[CH2:22]1[C:23]2[C:28](=[CH:27][CH:26]=[CH:25][CH:24]=2)[CH2:29][CH2:30][N:21]1[C:19](=[O:20])[CH2:18][N:14]1[CH2:15][CH2:16][CH:11]([C:6]2[C:5]3[C:9](=[CH:10][C:2]([F:1])=[CH:3][CH:4]=3)[NH:8][N:7]=2)[CH2:12][CH2:13]1 |f:2.3|. Procedure: To a solution of 4-(6-fluoro-1H-indazol-3-yl)piperidine (4.8 g, 18.9 mmol) in CH3CN (200 ml) was added 2-bromo-1-(1,2,3,4-tetrahydroisoquinolin-2-yl)ethanone (4.8 g, 18.9 mmol) and sodium bicarbonate (1.9 g, 22.7 mmol) at room temperature. The reaction mixture was warmed to reflux (4 hours), cooled to room temperature and filtered through a pad of celite. The solids were washed with DCM and the combined filtrates were concentrated. The remaining residue was purified via preparative HPLC (silica ... Run at temperature 60 celsius. The reactants are CC(C#C[Si](C)(C)C)C1=C(C=CC=C1)B(O)O (2-(1-Methyl-3-trimethylsilanyl-prop-2-ynyl)-phenylboronic acid), CCCCCC (hexane), CC=1N=COC1C(=O)Cl (4-Methyl-oxazole-5-carbonyl chloride), [O-]P(=O)([O-])[O-].[K+].[K+].[K+].O (K3PO4.H2O). RXN SMILES: [CH3:1][CH:2]([C:9]1[CH:14]=[CH:13][CH:12]=[CH:11][C:10]=1B(O)O)[C:3]#[C:4][Si:5]([CH3:8])([CH3:7])[CH3:6].[CH3:18][C:19]1[N:20]=[CH:21][O:22][C:23]=1[C:24](Cl)=[O:25].[O-]P([O-])([O-])=O.[K+].[K+].[K+].O.CCCCCC>C1(C)C=CC=CC=1.Cl[Pd](Cl)([P](C1C=CC=CC=1)(C1C=CC=CC=1)C1C=CC=CC=1)[P](C1C=CC=CC=1)(C1C=CC=CC=1)C1C=CC=CC=1.CCOC(C)=O>[CH3:18][C:19]1[N:20]=[CH:21][O:22][C:23]=1[C:24]([C:10]1[CH:11]=[CH:12][CH:13]=[CH:14][C:9]=1[CH:2]([CH3:1])[C:3]#[C:4][Si:5]([CH3:8])([CH3:7])[CH3:6])=[O:25] |f:2.3.4.5.6,^1:51,70|. Reagents/catalysts: Cl[Pd]([P](C1=CC=CC=C1)(C2=CC=CC=C2)C3=CC=CC=C3)([P](C4=CC=CC=C4)(C5=CC=CC=C5)C6=CC=CC=C6)Cl (PdCl2(PPh3)2). Yield: 78.4%. Run in CCOC(=O)C (EtOAc), C1(=CC=CC=C1)C (toluene). Procedure: A solution of 840 mg (1.2 mmol, 0.05 eq) of PdCl2(PPh3)2 in 60 mL of dry toluene was stirred in a 200 mL 3-necked flask equipped with a mechanical stirrer at room temperature under argon. To this mixture was sequentially added 5.90 grams (23.96 mmol, 1.0 eq) of boronic acid 10 and 3.81 grams (26.36 mmol, 1.1 eq) of 4-Methyl-oxazole-5-carbonyl chloride 8. Lastly, 11.0 grams (47.92 mmol, 2.0 eq) of finely powdered K3PO4.H2O was added to the flask. The heterogenous mixture was stirred vigorously wi... Yields the product CC=1N=COC1C(=O)C1=C(C=CC=C1)C(C#C[Si](C)(C)C)C ((4-Methyl-oxazol-5-yl)-[2-(1-methyl-3-trimethylsilanyl-prop-2-ynyl)-phenyl]-methanone). The reactants are C(O)([O-])=O.[Na+] (sodium hydrogencarbonate), C(C1=CC=CC=C1)N1CC(CC1)=O (1-Benzyl-3-pyrrolidinone), NC=1C=C2C=NNC2=CC1 (5-aminoindazole), C(C)(=O)O (acetic acid). Run in CO (methanol). Reaction conditions: time 18 hour. Product: C(C1=CC=CC=C1)N1C(CCC1)NC=1C=C2C=NNC2=CC1 (N-(1-Benzyltetrahydro-1H-pyrrolyl)-N-(1H-5-indazolyl)amine). Isolated yield 33.3%. RXN SMILES: [CH2:1]([N:8]1[CH2:12][CH2:11][C:10](=O)[CH2:9]1)[C:2]1[CH:7]=[CH:6][CH:5]=[CH:4][CH:3]=1.[NH2:14][C:15]1[CH:16]=[C:17]2[C:21](=[CH:22][CH:23]=1)[NH:20][N:19]=[CH:18]2.C(O)(=O)C.C(=O)([O-])O.[Na+]>CO>[CH2:1]([N:8]1[CH2:12][CH2:11][CH2:10][CH:9]1[NH:14][C:15]1[CH:16]=[C:17]2[C:21](=[CH:22][CH:23]=1)[NH:20][N:19]=[CH:18]2)[C:2]1[CH:7]=[CH:6][CH:5]=[CH:4][CH:3]=1 |f:3.4|. Procedure details: 1-Benzyl-3-pyrrolidinone (105 mg), 5-aminoindazole (67 mg), and acetic acid (0.02 ml) were dissolved in methanol (1 ml), and a borane-pyridine complex (0.06 ml) was added dropwise to the solution at room temperature. The reaction mixture was stirred at room temperature for 18 hr. A saturated aqueous sodium hydrogencarbonate solution (1 ml) was then added thereto, and the mixture was extracted with chloroform-propanol (3/1). The organic layer was dried over anhydrous sodium sulfate, and the solve... The reactants are BrC=1C=CC2=C(N(C(=N2)OC2COC2)C2=NC(=NC=C2)N)C1 (4-[6-bromo-2-(oxetan-3-yloxy)-1H-1,3-benzodiazol-1-yl]pyrimidin-2-amine), CC(C)(C#C)O (2-methyl-3-butyn-2-ol). Product: NC1=NC=CC(=N1)N1C(=NC2=C1C=C(C=C2)C#CC(C)(O)C)OC2COC2 (4-[1-(2-aminopyrimidin-4-yl)-2-(oxetan-3-yloxy)-1H-1,3-benzodiazol-6-yl]-2-methylbut-3-yn-2-ol). RXN SMILES: Br[C:2]1[CH:3]=[CH:4][C:5]2[N:9]=[C:8]([O:10][CH:11]3[CH2:14][O:13][CH2:12]3)[N:7]([C:15]3[CH:20]=[CH:19][N:18]=[C:17]([NH2:21])[N:16]=3)[C:6]=2[CH:22]=1.[CH3:23][C:24]([OH:28])([C:26]#[CH:27])[CH3:25]>>[NH2:21][C:17]1[N:16]=[C:15]([N:7]2[C:6]3[CH:22]=[C:2]([C:27]#[C:26][C:24]([CH3:25])([OH:28])[CH3:23])[CH:3]=[CH:4][C:5]=3[N:9]=[C:8]2[O:10][CH:11]2[CH2:14][O:13][CH2:12]2)[CH:20]=[CH:19][N:18]=1. Reported procedure: The title compound was prepared by the method described in Example 142-b, by reacting 4-[6-bromo-2-(oxetan-3-yloxy)-1H-1,3-benzodiazol-1-yl]pyrimidin-2-amine with 2-methyl-3-butyn-2-ol: 1H NMR (DMSO, 500 MHz) delta 1.46 (6H, s), 4.73 (2H, dd, J=7.9, 4.9 Hz), 4.94 (2H, t, J=7.1 Hz), 5.40 (1H, s), 5.94-5.68 (1H, m), 7.17-6.99 (3H, m), 7.21 (1H, dd, J=8.2, 1.6 Hz), 7.41 (1H, d, J=8.2 Hz), 8.14 (1H, d, J=1.0 Hz), 8.39 (1H, d, J=5.5 Hz); LC-MS: m/z=+366.1 (M+H)+. Starting materials: BrC=1C=C(C(=O)O)C=CC1C (3-bromo-4-methylbenzoic acid), FC(C=1C=C(N)C=CC1)(F)F (3-(trifluoromethyl)aniline). Product: BrC=1C=C(C(=O)NC2=CC(=CC=C2)C(F)(F)F)C=CC1C (3-Bromo-4-methyl-N-[3-(trifluoromethyl)phenyl]benzamide). Yield: 62.0%. Reaction SMILES: [Br:1][C:2]1[CH:3]=[C:4]([CH:8]=[CH:9][C:10]=1[CH3:11])[C:5]([OH:7])=O.[F:12][C:13]([F:22])([F:21])[C:14]1[CH:15]=[C:16]([CH:18]=[CH:19][CH:20]=1)[NH2:17]>>[Br:1][C:2]1[CH:3]=[C:4]([CH:8]=[CH:9][C:10]=1[CH3:11])[C:5]([NH:17][C:16]1[CH:18]=[CH:19][CH:20]=[C:14]([C:13]([F:12])([F:21])[F:22])[CH:15]=1)=[O:7]. Procedure details: In a manner similar to that described in Preparation 41, 3-bromo-4-methylbenzoic acid (400 mg) and 3-(trifluoromethyl)aniline were converted to the title compound (410 mg, 62%)